From a dataset of the Open Reaction Database (ORD), a public repository of structured organic reaction records. describe an organic reaction: reactants, conditions, products, and yield The reactants are COc1ccc(C(C)C)cc1-c1ccc(C(F)(F)F)cc1CNCC(c1ccccc1)N(C(=O)[O-])C(C)(C)C, ClCCl, O=C(O)C(F)(F)F, [Na+], [OH-]. The product is COc1ccc(C(C)C)cc1-c1ccc(C(F)(F)F)cc1CNCC(N)c1ccccc1. RXN SMILES: [C:1]([N:5]([C:2](=[O:3])[O-:4])[CH:9]([CH2:10][NH:11][CH2:12][c:13]1[c:14](-[c:23]2[c:24]([O:32][CH3:33])[cH:25][cH:26][c:27]([CH:29]([CH3:30])[CH3:31])[cH:28]2)[cH:15][cH:16][c:17]([C:19]([F:20])([F:21])[F:22])[cH:18]1)[c:34]1[cH:35][cH:36][cH:37][cH:38][cH:39]1)([CH3:6])([CH3:7])[CH3:8].[Cl:49][CH2:50][Cl:51].[F:40][C:41]([F:42])([F:43])[C:44]([OH:45])=[O:46].[Na+:48].[OH-:47]>>[NH2:5][CH:9]([CH2:10][NH:11][CH2:12][c:13]1[c:14](-[c:23]2[c:24]([O:32][CH3:33])[cH:25][cH:26][c:27]([CH:29]([CH3:30])[CH3:31])[cH:28]2)[cH:15][cH:16][c:17]([C:19]([F:20])([F:21])[F:22])[cH:18]1)[c:34]1[cH:35][cH:36][cH:37][cH:38][cH:39]1. The reactants are NC=1N(C2=NC(=CC=C2C(C1C(=O)NC)=O)Cl)CC (2-amino-7-chloro-1-ethyl-N-methyl-4-oxo-1,4-dihydro[1,8]naphthyridine-3-carboxamide), C(#C)C1(COCC1)O ((±)-3-ethynyltetrahydro-3-furanol). Reagents/catalysts: [Cu]I (CuI), C1=CC=C(C=C1)P(C2=CC=CC=C2)C3=CC=CC=C3.C1=CC=C(C=C1)P(C2=CC=CC=C2)C3=CC=CC=C3.Cl[Pd]Cl (bis(triphenylphosphine) palladium(II)dichloride). Solvent: CN(C=O)C.C(C)N(CC)CC (dimethylformamide triethylamine). Yields the product NC=1N(C2=NC(=CC=C2C(C1C(=O)NC)=O)C#CC1(COCC1)O)CC ((±)-2-Amino-1-ethyl-7-[(3-hydroxytetrahydrofuran-3-yl)ethynyl]-N-methyl-4-oxo-1,4-dihydro-1,8-naphthyridine-3-carboxamide). Reaction SMILES: [NH2:1][C:2]1[N:3]([CH2:18][CH3:19])[C:4]2[C:9]([C:10](=[O:16])[C:11]=1[C:12]([NH:14][CH3:15])=[O:13])=[CH:8][CH:7]=[C:6](Cl)[N:5]=2.[C:20]([C:22]1([OH:27])[CH2:26][CH2:25][O:24][CH2:23]1)#[CH:21]>CN(C)C=O.C(N(CC)CC)C.[Cu]I.C1C=CC(P(C2C=CC=CC=2)C2C=CC=CC=2)=CC=1.C1C=CC(P(C2C=CC=CC=2)C2C=CC=CC=2)=CC=1.Cl[Pd]Cl>[NH2:1][C:2]1[N:3]([CH2:18][CH3:19])[C:4]2[C:9]([C:10](=[O:16])[C:11]=1[C:12]([NH:14][CH3:15])=[O:13])=[CH:8][CH:7]=[C:6]([C:21]#[C:20][C:22]1([OH:27])[CH2:26][CH2:25][O:24][CH2:23]1)[N:5]=2 |f:2.3,5.6.7|. Reported procedure: A suspension of 0.3 g (2.24 mmol) of 2-amino-7-chloro-1-ethyl-N-methyl-4-oxo-1,4-dihydro[1,8]naphthyridine-3-carboxamide in 17 ml of a dimethylformamide/triethylamine mixture (V/V; 2/1) is placed in a 10 ml microwave tube. This suspension is sparged with argon for 10 minutes and then 0.319 g (2.79 mmol) of (±)-3-ethynyltetrahydro-3-furanol, 0.043 g of CuI (0.23 mmol) and 0.079 g of bis(triphenylphosphine) palladium(II)dichloride (0.11 mmol) are successively added.